From a dataset of the Open Reaction Database (ORD), a public repository of structured organic reaction records. describe an organic reaction: reactants, conditions, products, and yield The reactants are ClC1=NC2=CC(=CC(=C2C(=C1C)Cl)F)F (2,4-dichloro-5,7-difluoro-3-methylquinoline), CSC1=C(C=C(C=C1)C(C)=O)B1OC(C(O1)(C)C)(C)C (1-(4-(methylthio)-3-(4,4,5,5-tetramethyl-1,3,2-dioxaborolan-2-yl)phenyl)ethanone). Product: ClC1=C(C(=NC2=CC(=CC(=C12)F)F)C=1C=C(C=CC1SC)C(C)=O)C (1-(3-(4-chloro-5,7-difluoro-3-methylquinolin-2-yl)-4-(methylthio)phenyl)ethanone). RXN SMILES: Cl[C:2]1[C:11]([CH3:12])=[C:10]([Cl:13])[C:9]2[C:4](=[CH:5][C:6]([F:15])=[CH:7][C:8]=2[F:14])[N:3]=1.[CH3:16][S:17][C:18]1[CH:23]=[CH:22][C:21]([C:24](=[O:26])[CH3:25])=[CH:20][C:19]=1B1OC(C)(C)C(C)(C)O1>>[Cl:13][C:10]1[C:9]2[C:4](=[CH:5][C:6]([F:15])=[CH:7][C:8]=2[F:14])[N:3]=[C:2]([C:23]2[CH:22]=[C:21]([C:24](=[O:26])[CH3:25])[CH:20]=[CH:19][C:18]=2[S:17][CH3:16])[C:11]=1[CH3:12]. Reported procedure: Essentially prepared according to Procedure F using 2,4-dichloro-5,7-difluoro-3-methylquinoline (150 mg, 0.59 mmol) and 1-(4-(methylthio)-3-(4,4,5,5-tetramethyl-1,3,2-dioxaborolan-2-yl)phenyl)ethanone to give 1-(3-(4-chloro-5,7-difluoro-3-methylquinolin-2-yl)-4-(methylthio)phenyl)ethanone. Mass Spectrum (ESI) m/e=378.1 (M+1). Starting materials: CC(C)N1CCCN(C(=O)C2CCNCC2)CC1, FC(F)(F)c1cnc(Cl)cn1. Product: CC(C)N1CCCN(C(=O)C2CCN(c3cnc(C(F)(F)F)cn3)CC2)CC1, Cl. RXN SMILES: [CH:1]([CH3:2])([CH3:3])[N:4]1[CH2:5][CH2:6][N:7]([C:11](=[O:12])[CH:13]2[CH2:14][CH2:15][NH:16][CH2:17][CH2:18]2)[CH2:8][CH2:9][CH2:10]1.[Cl:19][c:20]1[n:21][cH:22][c:23]([C:26]([F:27])([F:28])[F:29])[n:24][cH:25]1>>[CH:1]([CH3:2])([CH3:3])[N:4]1[CH2:5][CH2:6][N:7]([C:11](=[O:12])[CH:13]2[CH2:14][CH2:15][N:16]([c:20]3[n:21][cH:22][c:23]([C:26]([F:27])([F:28])[F:29])[n:24][cH:25]3)[CH2:17][CH2:18]2)[CH2:8][CH2:9][CH2:10]1.[ClH:19]. Starting materials: C1=CC=C(C=C1)P(C2=CC=CC=C2)C3=CC=CC=C3 (PPh3), CCOC(=O)/N=N/C(=O)OCC (DEAD), O[C@@H](CC(=O)OC)C (methyl 3(R)-hydroxybutyrate), S1C(=CC=C1)CC(=O)O (thiolacetic acid). Solvent: C1CCOC1 (THF), C1CCOC1 (THF). Run at temperature -23 celsius, time 16 hour. The product is C(C)(=O)S[C@H](CC(=O)OC)C (Methyl 3(S)-(acetylthio)butanoate). Yield: 45.0%. As a reaction SMILES: C1C=CC(P(C2C=CC=CC=2)C2C=CC=CC=2)=CC=1.[CH3:20][CH2:21][O:22]C(/N=N/C(OCC)=O)=O.O[C@H:33]([CH3:39])[CH2:34][C:35]([O:37][CH3:38])=[O:36].[S:40]1C=CC=C1CC(O)=O>C1COCC1>[C:21]([S:40][C@@H:33]([CH3:39])[CH2:34][C:35]([O:37][CH3:38])=[O:36])(=[O:22])[CH3:20]. Procedure: To a -23° C. solution of PPh3 (40 mmol, 10.48 g) in THF (100 mL) was added DEAD (diethylazodicarboxylate) (40 mmol, 6.28 mL) dropwise and the mixture was stirred at -23° C. for 16 h, during which time a white precipitate was obtained. A THF (30 mL) solution of methyl 3(R)-hydroxybutyrate (20 mmol, 2.36 g) and thiolacetic acid (40 mmol, 2.85 mL) was slowly added and the mixture was allowed to slowly warm to 25° C. and was stirred 16 h at 25° C. Most of the THF was removed in vacuo and EtOAc (10 m...